From a dataset of the Open Reaction Database (ORD), a public repository of structured organic reaction records. describe an organic reaction: reactants, conditions, products, and yield Reactants: O=C([O-])O, CCO, O=CNc1nc(C(=O)C(=O)[O-])ns1, NOC1CCCC1, CSC(=O)C(=O)c1nsc(NC=O)n1, Cl, [Na+], [Na+], [Na+], [OH-], O. The product is O=CNc1nc(C(=NOC2CCCC2)C(=O)O)ns1. Reaction SMILES: [C:39](=[O:40])([OH:41])[O-:42].[CH3:45][CH2:46][OH:47].[CH:17](=[O:18])[NH:19][c:20]1[n:21][c:22]([C:25]([C:26](=[O:27])[O-:28])=[O:29])[n:23][s:24]1.[CH:32]1([O:37][NH2:38])[CH2:33][CH2:34][CH2:35][CH2:36]1.[CH:3]([NH:4][c:5]1[s:6][n:7][c:8]([C:9](=[O:10])[C:11]([S:12][CH3:13])=[O:14])[n:15]1)=[O:16].[ClH:31].[Na+:2].[Na+:30].[Na+:43].[OH-:1].[OH2:44]>>[CH:17](=[O:18])[NH:19][c:20]1[n:21][c:22]([C:25]([C:26](=[O:27])[OH:28])=[N:38][O:37][CH:32]2[CH2:33][CH2:34][CH2:35][CH2:36]2)[n:23][s:24]1.